This data is from the Open Reaction Database (ORD), a public repository of structured organic reaction records. The task is: describe an organic reaction: reactants, conditions, products, and yield The reactants are NC1=C(C(=O)C2=CC=CC=C2)C=C(C=C1)Cl (2-amino-5-chlorobenzophenone), O(S(=O)(=O)C(F)(F)F)S(=O)(=O)C(F)(F)F ((CF3SO2)2O). Run in C(Cl)Cl (CH2Cl2), C(Cl)Cl (CH2Cl2). Yields the product C(C1=CC=CC=C1)(=O)C1=C(C=CC(=C1)Cl)NS(=O)(=O)C(F)(F)F (N-(2-benzoyl-4-chlorophenyl)trifluoromethanesulfonamide). Isolated yield 90.4%. RXN SMILES: [NH2:1][C:2]1[CH:15]=[CH:14][C:13]([Cl:16])=[CH:12][C:3]=1[C:4]([C:6]1[CH:11]=[CH:10][CH:9]=[CH:8][CH:7]=1)=[O:5].[O:17](S(C(F)(F)F)(=O)=O)[S:18]([C:21]([F:24])([F:23])[F:22])(=O)=[O:19]>C(Cl)Cl>[C:4]([C:3]1[CH:12]=[C:13]([Cl:16])[CH:14]=[CH:15][C:2]=1[NH:1][S:18]([C:21]([F:24])([F:23])[F:22])(=[O:19])=[O:17])(=[O:5])[C:6]1[CH:7]=[CH:8][CH:9]=[CH:10][CH:11]=1. Procedure: To a solution of 2-amino-5-chlorobenzophenone (500 mg, 2.16 mmol) in anhydrous CH2Cl2 (30 mL) at 0° C. was added dropwise (CF3SO2)2O (545 μL, 3.24 mmol) in anhydrous CH2Cl2 (10 mL) over 10 min and the reaction allowed to warm to RT over 15 hours. The reaction mixture was washed with water, dried over MgSO4 and concentrated under vacuum. The residue was filtered through a pad of silica (eluting with CH2Cl2/PE, 7:3) to afford N-(2-benzoyl-4-chlorophenyl)trifluoromethanesulfonamide 25 (710 mg, 90%)... The solvent is O (water), C(C)O (ethanol), C1(=CC=CC=C1)C (Toluene), C(C)O (ethanol). The product is C1(CC1)C1=NOC(=N1)C=1N=CC=2NC3=CC=CC=C3C2C1 (3-(3-Cyclopropyl-1,2,4-oxadiazol-5-yl)-9H-β-carboline). The reactants are [O-]CC.[Na+] (sodium ethoxide), [Na] (sodium), C1(CC1)C(N)=N (cyclopropylmethanimidamide), C(C)OC(=O)C=1N=CC=2NC3=CC=CC=C3C2C1 (9H-β-carboline-3-carboxylic acid ethyl ester). Conditions: time 30 minute. Procedure: To a solution of sodium ethoxide, prepared from sodium metal (0.6 g, 26 mmol) and anhydrous ethanol (50 mL), cyclopropylmethanimidamide (1.67 g, 16 mmol) and 9H-β-carboline-3-carboxylic acid ethyl ester (2.0 g, 8.0 mmol) were added. Toluene (50 mL) was added and the resulting mixture was heated to 120°-130° C. The ethanol and water formed during the reaction were removed by azeotropic distillation. The reaction was complete after 30 min. The solid was filtered from the reaction mixture, washed w... Isolated yield 52.0%. RXN SMILES: [O-]CC.[Na+].[Na].[CH:6]1([C:9](=[NH:11])[NH2:10])[CH2:8][CH2:7]1.C([O:14][C:15]([C:17]1[N:18]=[CH:19][C:20]2[NH:21][C:22]3[C:27]([C:28]=2[CH:29]=1)=[CH:26][CH:25]=[CH:24][CH:23]=3)=O)C>O.C(O)C.C1(C)C=CC=CC=1>[CH:6]1([C:9]2[N:10]=[C:15]([C:17]3[N:18]=[CH:19][C:20]4[NH:21][C:22]5[C:27]([C:28]=4[CH:29]=3)=[CH:26][CH:25]=[CH:24][CH:23]=5)[O:14][N:11]=2)[CH2:8][CH2:7]1 |f:0.1,^1:4|. Reactants: ClCCOC=1C=CC2=CC3=CC=C(C=C3N=C2C1)OCCCl (3,6-bis(2-chloroethoxy)acridine), N1CCCCC1 (piperidine), steel. The product is N1(CCCCC1)CCOC=1C=CC2=CC3=CC=C(C=C3N=C2C1)OCCN1CCCCC1 (3,6-bis(2-piperidinoethoxy)acridine). Reaction SMILES: Cl[CH2:2][CH2:3][O:4][C:5]1[CH:6]=[CH:7][C:8]2[C:17]([CH:18]=1)=[N:16][C:15]1[C:10](=[CH:11][CH:12]=[C:13]([O:19][CH2:20][CH2:21]Cl)[CH:14]=1)[CH:9]=2.[NH:23]1[CH2:28][CH2:27][CH2:26][CH2:25][CH2:24]1>>[N:23]1([CH2:2][CH2:3][O:4][C:5]2[CH:6]=[CH:7][C:8]3[C:17]([CH:18]=2)=[N:16][C:15]2[C:10](=[CH:11][CH:12]=[C:13]([O:19][CH2:20][CH2:21][N:16]4[CH2:17][CH2:8][CH2:9][CH2:10][CH2:15]4)[CH:14]=2)[CH:9]=3)[CH2:28][CH2:27][CH2:26][CH2:25][CH2:24]1. Reported procedure: In accordance with the above flowchart, a 3,6-bis(2-chloroethoxy)acridine (1), where R1 is as described hereinabove, is reacted with piperidine in a steel bomb at about 60° to about 1000° C. for about 18 to about 36 hours, giving a 3,6-bis(2-piperidinoethoxy)acridine (3) which is then dissolved in methanol, treated with excess 30% hydrogen peroxide for about 12 to about 48 hours, then with platinum catalyst to destroy the excess peroxide and is purified by dry column chromatography on silica gel... Starting materials: CC1(C)OCC(COc2cc(N)cc(F)c2)O1, CN(C)c1ccncc1, CS(C)=O, O=C(Nc1ncc(CCNc2ncnc3ccsc23)s1)Oc1ccccc1. Yields the product CC1(C)OCC(COc2cc(F)cc(NC(=O)Nc3ncc(CCNc4ncnc5ccsc45)s3)c2)O1. Reaction SMILES: [CH3:1][C:2]1([CH3:17])[O:3][CH2:4][CH:5]([CH2:7][O:8][c:9]2[cH:10][c:11]([NH2:16])[cH:12][c:13]([F:15])[cH:14]2)[O:6]1.[CH3:45][N:46]([c:47]1[cH:48][cH:49][n:50][cH:51][cH:52]1)[CH3:53].[CH3:54][S:55]([CH3:56])=[O:57].[c:18]1([O:24][C:25](=[O:19])[NH:26][c:27]2[s:28][c:29]([CH2:32][CH2:33][NH:34][c:35]3[c:36]4[c:37]([n:38][cH:39][n:40]3)[cH:41][cH:42][s:43]4)[cH:30][n:31]2)[cH:20][cH:21][cH:22][cH:23][cH:44]1>>[CH3:1][C:2]1([CH3:17])[O:3][CH2:4][CH:5]([CH2:7][O:8][c:9]2[cH:10][c:11]([NH:16][C:25](=[O:24])[NH:26][c:27]3[s:28][c:29]([CH2:32][CH2:33][NH:34][c:35]4[c:36]5[c:37]([n:38][cH:39][n:40]4)[cH:41][cH:42][s:43]5)[cH:30][n:31]3)[cH:12][c:13]([F:15])[cH:14]2)[O:6]1. Starting materials: C(C1=CC=CC=C1)OC(=O)NCCC[C@H](NC(=O)OC(C)(C)C)C(=O)O ((S)-N5-(benzyloxycarbonyl)-N2-(tert-butyloxycarbonyl)-ornithine), C(CC)S(=O)(=O)Cl (1-propanesulphonyl chloride), N1CCCC1 (pyrrolidine). Yields the product Cl.N[C@@H](CCCNS(=O)(=O)CCC)C(N1CCCC1)=O ((S)-N-[4-Amino-5-oxo-5-(1-pyrrolidinyl)-pentyl]-1-propanesulphonamide Hydrochloride). RXN SMILES: C(OC([NH:11][CH2:12][CH2:13][CH2:14][C@@H:15]([C:24]([OH:26])=O)[NH:16]C(OC(C)(C)C)=O)=O)C1C=CC=CC=1.[CH2:27]([S:30]([Cl:33])(=[O:32])=[O:31])[CH2:28][CH3:29].[NH:34]1[CH2:38][CH2:37][CH2:36][CH2:35]1>>[ClH:33].[NH2:16][C@H:15]([C:24](=[O:26])[N:34]1[CH2:38][CH2:37][CH2:36][CH2:35]1)[CH2:14][CH2:13][CH2:12][NH:11][S:30]([CH2:27][CH2:28][CH3:29])(=[O:32])=[O:31] |f:3.4|. Reported procedure: Starting from (S)-N5-(benzyloxycarbonyl)-N2-(tert-butyloxycarbonyl)-ornithine, 1-propanesulphonyl chloride and pyrrolidine, the expected product is obtained according to the procedure described in Example 3. The reactants are O[C@]1(C(C)=O)[C@H](C[C@H]2[C@@H]3CC(C4=CC(CC[C@]4(C)C3=CC[C@]12C)=O)=C)C (17α-hydroxy-16β-methyl-6-methylene-4,9(11)-pregnadiene-3,20-dione), FC(C(=O)OC(C(F)(F)F)=O)(F)F (trifluoroacetic acid anhydride). Solvent: C(C)(=O)O (acetic acid). Conditions: time 1 hour. Yields the product C(C)(=O)O[C@]1(C(C)=O)[C@H](C[C@H]2[C@@H]3CC(C4=CC(CC[C@]4(C)C3=CC[C@]12C)=O)=C)C (17α-acetoxy-16β-methyl-6-methylene-4,9(11)-pregnadiene-3,20-dione). As a reaction SMILES: [OH:1][C@:2]1([C@:22]2([CH3:23])[C@H:8]([C@H:9]3[C:19](=[CH:20][CH2:21]2)[C@:17]2([CH3:18])[C:12](=[CH:13][C:14](=[O:24])[CH2:15][CH2:16]2)[C:11](=[CH2:25])[CH2:10]3)[CH2:7][C@@H:6]1[CH3:26])[C:3](=[O:5])[CH3:4].F[C:28](F)(F)[C:29](OC(=O)C(F)(F)F)=[O:30]>C(O)(=O)C>[C:29]([O:1][C@:2]1([C@:22]2([CH3:23])[C@H:8]([C@H:9]3[C:19](=[CH:20][CH2:21]2)[C@:17]2([CH3:18])[C:12](=[CH:13][C:14](=[O:24])[CH2:15][CH2:16]2)[C:11](=[CH2:25])[CH2:10]3)[CH2:7][C@@H:6]1[CH3:26])[C:3](=[O:5])[CH3:4])(=[O:30])[CH3:28]. Procedure: A solution of 3.3 g of 17α-hydroxy-16β-methyl-6-methylene-4,9(11)-pregnadiene-3,20-dione in 40 ml of glacial acetic acid is cooled to 0° C. and stirred, after adding 15 ml of trifluoroacetic acid anhydride dropwise, for one hour at room temperature. After precipitation into ice water-sodium chloride, the mixture is filtered off and worked up as usual. The crude product is purified on 450 g of silica gel with a hexane-ethyl acetate gradient (0-50% ethyl acetate), thus obtaining 2.3 g of 17α-aceto... The reactants are CC(c1ccc(N)cc1)S(C)(=O)=O, Cc1ccc(CNc2nc3cc(N(C)c4ccnc(Cl)n4)ccc3n2C)cc1. The product is Cl, Cc1ccc(CNc2nc3cc(N(C)c4ccnc(Nc5ccc(C(C)S(C)(=O)=O)cc5)n4)ccc3n2C)cc1. Reaction SMILES: [CH3:29][S:30](=[O:31])(=[O:32])[CH:33]([CH3:34])[c:35]1[cH:36][cH:37][c:38]([NH2:41])[cH:39][cH:40]1.[Cl:1][c:2]1[n:3][cH:4][cH:5][c:6]([N:8]([c:9]2[cH:10][c:11]3[c:12]([n:13]([CH3:25])[c:14]([NH:16][CH2:17][c:18]4[cH:19][cH:20][c:21]([CH3:24])[cH:22][cH:23]4)[n:15]3)[cH:26][cH:27]2)[CH3:28])[n:7]1>>[ClH:1].[c:2]1([NH:41][c:38]2[cH:37][cH:36][c:35]([CH:33]([S:30]([CH3:29])(=[O:31])=[O:32])[CH3:34])[cH:40][cH:39]2)[n:3][cH:4][cH:5][c:6]([N:8]([c:9]2[cH:10][c:11]3[c:12]([n:13]([CH3:25])[c:14]([NH:16][CH2:17][c:18]4[cH:19][cH:20][c:21]([CH3:24])[cH:22][cH:23]4)[n:15]3)[cH:26][cH:27]2)[CH3:28])[n:7]1. Reactants: C(C1=CC=CC=C1)OC=1C=C2C(CC(OC2=CC1)(C)C)O (6-benzyloxy-2,2-dimethylchroman-4-ol), C1(=CC=C(C=C1)S(=O)(=O)O)C (p-toluenesulfonic acid), O (water). Run in C1(=CC=CC=C1)C (toluene). Reaction conditions: time 1 hour. Product: C(C1=CC=CC=C1)OC=1C=C2C=CC(OC2=CC1)(C)C (6-benzyloxy-2,2-dimethyl-2H-chromen). Isolated yield 84.4%. RXN SMILES: [CH2:1]([O:8][C:9]1[CH:10]=[C:11]2[C:16](=[CH:17][CH:18]=1)[O:15][C:14]([CH3:20])([CH3:19])[CH2:13][CH:12]2O)[C:2]1[CH:7]=[CH:6][CH:5]=[CH:4][CH:3]=1.C1(C)C=CC(S(O)(=O)=O)=CC=1.O>C1(C)C=CC=CC=1>[CH2:1]([O:8][C:9]1[CH:10]=[C:11]2[C:16](=[CH:17][CH:18]=1)[O:15][C:14]([CH3:20])([CH3:19])[CH:13]=[CH:12]2)[C:2]1[CH:3]=[CH:4][CH:5]=[CH:6][CH:7]=1. Reported procedure: A solution of 9.6 g (33.8 mmol) of 6-benzyloxy-2,2-dimethylchroman-4-ol and 0.2 g of p-toluenesulfonic acid in 85 ml of toluene was heated under reflux on a water separator for 1 h. After cooling, the mixture was washed twice with sodium bicarbonate solution, dried over magnesium sulfate and concentrated i. vac., giving 7.6 g of 6-benzyloxy-2,2-dimethyl-2H-chromen. The reactants are C1(=CC(=CC=C1)C1=C(N=CO1)C(=O)NC=1C=NN(C1)CCOS(=O)(=O)C1=CC=C(C=C1)C)C (2-(4-(5-(m-tolyl)oxazole-4-carboxamido)-1H-pyrazol-1-yl)ethyl-4-methylbenzenesulfonate), OCCN1N=C(C(=C1C)NC(=O)C=1N=COC1C=1C=C(C=CC1)C)C (N-(1-(2-hydroxyethyl)-3,5-dimethyl-1H-pyrazol-4-yl)-5-(m-tolyl)oxazole-4-carboxamide). The product is CC1=CC=C(C=C1)S(=O)(=O)OCCN1N=C(C(=C1C)NC(=O)C=1N=COC1C=1C=C(C=CC1)C)C (2-(3,5-Dimethyl-4-(5-(m-tolyl)oxazole-4-carboxamido)-1H-pyrazol-1-yl)ethyl 4-methyl-benzenesulfonate). As a reaction SMILES: C1(C)C=CC=C(C2OC=NC=2C(NC2C=NN(CC[O:22][S:23]([C:26]3[CH:31]=[CH:30][C:29]([CH3:32])=[CH:28][CH:27]=3)(=O)=[O:24])C=2)=O)C=1.[OH:34][CH2:35][CH2:36][N:37]1[C:41]([CH3:42])=[C:40]([NH:43][C:44]([C:46]2[N:47]=[CH:48][O:49][C:50]=2[C:51]2[CH:52]=[C:53]([CH3:57])[CH:54]=[CH:55][CH:56]=2)=[O:45])[C:39]([CH3:58])=[N:38]1>>[CH3:32][C:29]1[CH:30]=[CH:31][C:26]([S:23]([O:34][CH2:35][CH2:36][N:37]2[C:41]([CH3:42])=[C:40]([NH:43][C:44]([C:46]3[N:47]=[CH:48][O:49][C:50]=3[C:51]3[CH:52]=[C:53]([CH3:57])[CH:54]=[CH:55][CH:56]=3)=[O:45])[C:39]([CH3:58])=[N:38]2)(=[O:24])=[O:22])=[CH:27][CH:28]=1. Procedure details: The title compound was synthesized according to above mentioned procedure for 2-(4-(5-(m-tolyl)oxazole-4-carboxamido)-1H-pyrazol-1-yl)ethyl-4-methylbenzenesulfonate, starting from N-(1-(2-hydroxyethyl)-3,5-dimethyl-1H-pyrazol-4-yl)-5-(m-tolyl)oxazole-4-carboxamide. LC-MS conditions A: tR=0.93 min, [M+H]+=467.46.